This data is from the Open Reaction Database (ORD), a public repository of structured organic reaction records. The task is: describe an organic reaction: reactants, conditions, products, and yield Starting materials: Cl, Nc1cccc(C(F)(F)F)c1, N#C[N-]C#N, [Na+], O. Yields the product N#CN=C(N)Nc1cccc(C(F)(F)F)c1. As a reaction SMILES: [ClH:18].[F:1][C:2]([c:3]1[cH:4][c:5]([NH2:6])[cH:7][cH:8][cH:9]1)([F:10])[F:11].[N-:12]([C:13]#[N:14])[C:15]#[N:16].[Na+:17].[OH2:19]>>[F:1][C:2]([c:3]1[cH:4][c:5]([NH:6][C:15](=[N:12][C:13]#[N:14])[NH2:16])[cH:7][cH:8][cH:9]1)([F:10])[F:11]. Starting materials: CCOC(=O)C (EtOAc), IC1=C(NC2=CC=CC=C12)C1=C(N=NC(=C1)C1=CC=NC=C1)OC (3-Iodo-2-(3-methoxy-6-pyridin-4-yl-pyridazin-4-yl)-1H-indole), C(CCC)[Sn](C=C)(CCCC)CCCC (tributyl(vinyl)tin), [F-].[K+] (potassium fluoride). Reagents/catalysts: [Cl-].C(C)[N+](CC)(CC)CC (tetraethylammonium-chloride), Cl[Pd]([P](C1=CC=CC=C1)(C2=CC=CC=C2)C3=CC=CC=C3)([P](C4=CC=CC=C4)(C5=CC=CC=C5)C6=CC=CC=C6)Cl (bis(triphenylphosphine)palladium(II) chloride). The solvent is CN(C)C=O (DMF). Reaction conditions: temperature 80 celsius, time 40 minute. Yields the product COC=1N=NC(=CC1C=1NC2=CC=CC=C2C1C=C)C1=CC=NC=C1 (2-(3-Methoxy-6-pyridin-4-yl-pyridazin-4-yl)-3-vinyl-1H-indole). As a reaction SMILES: I[C:2]1[C:10]2[C:5](=[CH:6][CH:7]=[CH:8][CH:9]=2)[NH:4][C:3]=1[C:11]1[CH:16]=[C:15]([C:17]2[CH:22]=[CH:21][N:20]=[CH:19][CH:18]=2)[N:14]=[N:13][C:12]=1[O:23][CH3:24].[CH2:25]([Sn](CCCC)(CCCC)C=C)[CH2:26]CC.[F-].[K+].CCOC(C)=O>[Cl-].C([N+](CC)(CC)CC)C.CN(C=O)C.Cl[Pd](Cl)([P](C1C=CC=CC=1)(C1C=CC=CC=1)C1C=CC=CC=1)[P](C1C=CC=CC=1)(C1C=CC=CC=1)C1C=CC=CC=1>[CH3:24][O:23][C:12]1[N:13]=[N:14][C:15]([C:17]2[CH:22]=[CH:21][N:20]=[CH:19][CH:18]=2)=[CH:16][C:11]=1[C:3]1[NH:4][C:5]2[C:10]([C:2]=1[CH:25]=[CH2:26])=[CH:9][CH:8]=[CH:7][CH:6]=2 |f:2.3,5.6,^1:65,84|. Procedure details: A mixture of 430 mg 3-Iodo-2-(3-methoxy-6-pyridin-4-yl-pyridazin-4-yl)-1H-indole, 490 mg tributyl(vinyl)tin, 165 mg tetraethylammonium-chloride and 35 mg bis(triphenylphosphine)palladium(II) chloride in DMF is stirred at 80° C. for 40 min. After cooling to room temperature, 15 ml aqueous potassium fluoride solution (30%) are added, and the mixture is stirred for 30 min at room temperature before extraction with EtOAc. The organic layer is dried over MgSO4 and the solvent evaporated prior to puri...